From a dataset of the Open Reaction Database (ORD), a public repository of structured organic reaction records. describe an organic reaction: reactants, conditions, products, and yield The reactants are 3R, ClC1=CC=C2C(=C1)NC(C21C(NC(CC1C1=CC(=CC=C1)Cl)=O)C1=C(C=CC(=C1)F)C)=O.COC(C)[Si](C)(C)C (6-chloro-4′-(3-chlorophenyl)-2′-(5-fluoro-2-methylphenyl)-2,3-dihydro-2,6′-dioxo spiro[indole-3,3′-piperidine] 1-methoxyethyl trimethylsilane), C(C)(C)(C)OC(CBr)=O (bromo-acetic acid tert-butyl ester), C([O-])([O-])=O.[Cs+].[Cs+] (cesium carbonate), [NH4+].[Cl-] (NH4Cl). Solvent: CN(C=O)C (N,N-dimethyl-formamide). Reaction conditions: time 4 hour. Product: 3R, ClC1=CC=C2C(=C1)NC(C21C(N(C(CC1C1=CC(=CC=C1)Cl)=O)CC(=O)OC(C)(C)C)C1=C(C=CC(=C1)F)C)=O.COC(C)[Si](C)(C)C (6-chloro-4′-(3-chlorophenyl)-2′-(5-fluoro-2-methylphenyl)-2,3-dihydro-1′-[(tert-butoxycarbonyl)methyl]-2,6′-dioxo spiro[indole-3,3′-piperidine] 1-methoxyethyl trimethylsilane). The yield is 48.5%. RXN SMILES: [Cl:1][C:2]1[CH:7]=[C:6]2[NH:8][C:9](=[O:32])[C:10]3([CH:15]([C:16]4[CH:21]=[CH:20][CH:19]=[C:18]([Cl:22])[CH:17]=4)[CH2:14][C:13](=[O:23])[NH:12][CH:11]3[C:24]3[CH:29]=[C:28]([F:30])[CH:27]=[CH:26][C:25]=3[CH3:31])[C:5]2=[CH:4][CH:3]=1.[CH3:33][O:34][CH:35]([Si:37]([CH3:40])([CH3:39])[CH3:38])[CH3:36].[C:41]([O:45][C:46](=[O:49])[CH2:47]Br)([CH3:44])([CH3:43])[CH3:42].C(=O)([O-])[O-].[Cs+].[Cs+].[NH4+].[Cl-]>CN(C)C=O>[Cl:1][C:2]1[CH:7]=[C:6]2[NH:8][C:9](=[O:32])[C:10]3([CH:15]([C:16]4[CH:21]=[CH:20][CH:19]=[C:18]([Cl:22])[CH:17]=4)[CH2:14][C:13](=[O:23])[N:12]([CH2:47][C:46]([O:45][C:41]([CH3:44])([CH3:43])[CH3:42])=[O:49])[CH:11]3[C:24]3[CH:29]=[C:28]([F:30])[CH:27]=[CH:26][C:25]=3[CH3:31])[C:5]2=[CH:4][CH:3]=1.[CH3:33][O:34][CH:35]([Si:37]([CH3:40])([CH3:39])[CH3:38])[CH3:36] |f:0.1,3.4.5,6.7,9.10|. Procedure details: To a solution of racemic (2′R, 3R, 4′S)-6-chloro-4′-(3-chlorophenyl)-2′-(5-fluoro-2-methylphenyl)-2,3-dihydro-2,6′-dioxo spiro[indole-3,3′-piperidine]-1-methoxyethyl trimethylsilane (1.0 g, 1.67 mmol) prepared in example 1d in N,N-dimethyl-formamide (20 mL) at room temperature was added bromo-acetic acid tert-butyl ester (0.8 g, 4.1 mmol) and cesium carbonate (3.0 g, 9.20 mmol). The reaction mixture was stirred under nitrogen for 4 h, then poured into saturated aqueous NH4Cl solution. The mixtur... The reactants are C(C)(C)[Li] (isopropyllithium), CO (MeOH), BrC1=CC(=NC2=C(C=CC=C12)O)C (4-bromo-2-methyl-quinolin-8-ol). Reagents/catalysts: [Cl-].[Cl-].[Zn+2] (ZnCl2), C1=CC=C(C=C1)P(CCP(C2=CC=CC=C2)C3=CC=CC=C3)C4=CC=CC=C4.Cl[Pd]Cl (dichloro(1,2-bis(diphenylphosphino)ethane)palladium (II)). Solvent: C1CCOC1 (THF), O1CCOCC1 (dioxane). Conditions: temperature 80 celsius, time 2 hour. Product: C(C)(C)C1=CC(=NC2=C(C=CC=C12)O)C (4-Isopropyl-2-methyl-quinolin-8-ol). As a reaction SMILES: [CH:1]([Li])([CH3:3])[CH3:2].Br[C:6]1[C:15]2[C:10](=[C:11]([OH:16])[CH:12]=[CH:13][CH:14]=2)[N:9]=[C:8]([CH3:17])[CH:7]=1.CO>C1COCC1.O1CCOCC1.[Cl-].[Cl-].[Zn+2].C1C=CC(P(C2C=CC=CC=2)CCP(C2C=CC=CC=2)C2C=CC=CC=2)=CC=1.Cl[Pd]Cl>[CH:1]([C:6]1[C:15]2[C:10](=[C:11]([OH:16])[CH:12]=[CH:13][CH:14]=2)[N:9]=[C:8]([CH3:17])[CH:7]=1)([CH3:3])[CH3:2] |f:5.6.7,8.9|. Reported procedure: A solution of ZnCl2 (0.29 g, 2.1 mmol) in anhydrous THF (2.1 mL) was added dropwise to a stirred solution of isopropyllithium (0.7 M in pentane, 1.6 mL, 1.1 mmol) at −92° C. The reaction mixture was allowed to reach room temperature and was than transferred to a suspension of dichloro(1,2-bis(diphenylphosphino)ethane)palladium (II) (36 mg, 0.063 mmol) and 4-bromo-2-methyl-quinolin-8-ol (75 mg, 0.32 mmol) in anhydrous dioxane (1.1 mL). After stirring for 2 h at 80° C., the reaction mixture was co...